Dataset: the Open Reaction Database (ORD), a public repository of structured organic reaction records. Task: describe an organic reaction: reactants, conditions, products, and yield The reactants are N[C@@H](CC1=CC=CC=C1)C(=O)O (Phe), N[C@@H](CCCNC(N)=N)C(=O)O (Arg). Product: N[C@@H](CC1=CC=C(C=C1)O)C(=O)O (Tyr). Reaction SMILES: [NH2:1][C@H:2]([C:10]([OH:12])=[O:11])[CH2:3][C:4]1[CH:9]=[CH:8][CH:7]=[CH:6][CH:5]=1.N[C@H](C(O)=[O:23])CCCNC(=N)N>>[NH2:1][C@H:2]([C:10]([OH:12])=[O:11])[CH2:3][C:4]1[CH:9]=[CH:8][C:7]([OH:23])=[CH:6][CH:5]=1. Reported procedure: Phe 1.00(1); Arg 2.06(2); Starting materials: C1CCOC1, CN1CCC(N2CCNCC2)CC1, O=C(O)Cn1cnc(NC(=O)c2ccc(Cl)s2)n1. Yields the product CN1CCC(N2CCN(C(=O)Cn3cnc(NC(=O)c4ccc(Cl)s4)n3)CC2)CC1. Reaction SMILES: [CH2:32]1[O:33][CH2:34][CH2:35][CH2:36]1.[CH3:19][N:20]1[CH2:21][CH2:22][CH:23]([N:26]2[CH2:27][CH2:28][NH:29][CH2:30][CH2:31]2)[CH2:24][CH2:25]1.[Cl:1][c:2]1[cH:3][cH:4][c:5]([C:7](=[O:8])[NH:9][c:10]2[n:11][n:12]([CH2:15][C:16](=[O:17])[OH:18])[cH:13][n:14]2)[s:6]1>>[Cl:1][c:2]1[cH:3][cH:4][c:5]([C:7](=[O:8])[NH:9][c:10]2[n:11][n:12]([CH2:15][C:16](=[O:18])[N:29]3[CH2:28][CH2:27][N:26]([CH:23]4[CH2:22][CH2:21][N:20]([CH3:19])[CH2:25][CH2:24]4)[CH2:31][CH2:30]3)[cH:13][n:14]2)[s:6]1.